This data is from the Open Reaction Database (ORD), a public repository of structured organic reaction records. The task is: describe an organic reaction: reactants, conditions, products, and yield Starting materials: [C@@]12(C=CC[C@H](CC1)N2C)O.OC1(C2=CC=CC=C2C=2C=CC=CC12)C(=O)[O-] (tropenol 9-hydroxyfluorene-9-carboxylate), C(=O)(O)[O-].[Na+] (NaHCO3), COCCN(CCOC)S(F)(F)F (bis-(2-methoxyethyl)aminosulfur trifluoride), O (water). Run in ClCCl (dichloromethane), ClCCl (dichloromethane). Run at time 20 hour. Yields the product [C@@]12(C=CC[C@H](CC1)N2C)O.FC1(C2=CC=CC=C2C=2C=CC=CC12)C(=O)[O-] (tropenol 9-fluorofluorene-9-carboxylate). RXN SMILES: COCCN(S(F)(F)[F:11])CCOC.[C@@:14]12([OH:23])[N:21]([CH3:22])[C@@H:18]([CH2:19][CH2:20]1)[CH2:17][CH:16]=[CH:15]2.O[C:25]1([C:38]([O-:40])=[O:39])[C:37]2[CH:36]=[CH:35][CH:34]=[CH:33][C:32]=2[C:31]2[C:26]1=[CH:27][CH:28]=[CH:29][CH:30]=2.O.C([O-])(O)=O.[Na+]>ClCCl>[C@@:14]12([OH:23])[N:21]([CH3:22])[C@@H:18]([CH2:19][CH2:20]1)[CH2:17][CH:16]=[CH:15]2.[F:11][C:25]1([C:38]([O-:40])=[O:39])[C:37]2[CH:36]=[CH:35][CH:34]=[CH:33][C:32]=2[C:31]2[C:26]1=[CH:27][CH:28]=[CH:29][CH:30]=2 |f:1.2,4.5,7.8|. Reported procedure: 1.66 mL (0.009 mol) of bis-(2-methoxyethyl)aminosulfur trifluoride are placed in 10 mL dichloromethane and within 20 minutes at 15°-20° C., a solution of 2.4 g (0.007 mol) of 4a in 25 mL dichloromethane is added dropwise thereto. The mixture is stirred for 20 hours at ambient temperature, cooled to 0° C., and carefully combined with 80 mL of water with thorough stirring. Then the mixture is carefully adjusted to pH 8 with aqueous NaHCO3 solution, the organic phase is separated off, the aqueous p...